From a dataset of the Open Reaction Database (ORD), a public repository of structured organic reaction records. describe an organic reaction: reactants, conditions, products, and yield Starting materials: C[Si](C)(C)N=C=S (Trimethylsilylisothiocyanate), CCO.Cl (EtOH HCl), CC1=CC=NC=2CCCCC12 (4-methyl-5,6,7,8-tetrahydroquinoline), Cl (hydrochloride), C(CCC)[Li] (butyl lithium), CCCCCC (hexane), Cl (HCl). Solvent: O (water), CCOCC (ether), CCOCC (ether), CCO (EtOH), C1=CC=CC=C1 (benzene). Reaction conditions: time 30 minute. The product is CC1=CC=NC=2C(CCCC12)C(N)=S (4-Methyl-5,6,7,8 -tetrahydroquinoline-8-thiocarboxamide), Cl (hydrochloride). As a reaction SMILES: [CH3:1][C:2]1[C:11]2[CH2:10][CH2:9][CH2:8][CH2:7][C:6]=2[N:5]=[CH:4][CH:3]=1.C([Li])CCC.CCCCCC.C[Si]([N:27]=[C:28]=[S:29])(C)C.[ClH:30].CCO.Cl>C1C=CC=CC=1.O.CCO.CCOCC>[CH3:1][C:2]1[C:11]2[CH2:10][CH2:9][CH2:8][CH:7]([C:28](=[S:29])[NH2:27])[C:6]=2[N:5]=[CH:4][CH:3]=1.[ClH:30] |f:5.6|. Reported procedure: A solution of 4-methyl-5,6,7,8-tetrahydroquinoline (5.83 g., 0.04 mole) in dry benzene (40 ml.) was cooled to 0° and to the stirred solution was added dropwise a 15% w/w solution of butyl lithium in hexane (17.5 ml., 0.04 mole) under an atmosphere of nitrogen. The red reaction mixture was stirred at 0° for a further 30 minutes. Trimethylsilylisothiocyanate (5.6 ml., 0.04 mole) was then added dropwise, maintaining the temperature at 0°. After an additional 30 minutes, the mixture was allowed to w... Reactants: C(CCC)(=O)Cl (butyryl chloride), C(Cl)Cl (methylene chloride), C1CN2C[C@@H]([C@H]([C@@H]([C@H]2[C@H]1O)O)O)O (castanospermine), O (water). The solvent is CO (methanol), N1=CC=CC=C1 (pyridine), C(Cl)(Cl)Cl (chloroform). Run at temperature 0 celsius, time 3 day. Product: C(CCC)(=O)OC1CN2CCC(C2C(C1O)O)O (octahydro-1,6,7,8-indolizinetetrol 6-butanoate). RXN SMILES: [CH2:1]1[C@H:9]([OH:10])[C@H:8]2[N:3]([CH2:4][C@H:5]([OH:13])[C@@H:6]([OH:12])[C@@H:7]2[OH:11])[CH2:2]1.[C:14](Cl)(=[O:18])[CH2:15][CH2:16][CH3:17].O.C(Cl)Cl>N1C=CC=CC=1.C(Cl)(Cl)Cl.CO>[C:14]([O:13][CH:5]1[CH:6]([OH:12])[CH:7]([OH:11])[CH:8]2[N:3]([CH2:2][CH2:1][CH:9]2[OH:10])[CH2:4]1)(=[O:18])[CH2:15][CH2:16][CH3:17]. Procedure: To a stirred suspension of 1.5 g of castanospermine in 15 ml of pyridine cooled at 0° C. in an ice-bath was added dropwise 1.0 g of butyryl chloride. The mixture was stirred at room temperature for 3 days and added to a 1:1 mixture of water:methylene chloride (400 ml). After partitioning, the aqueous phase was concentrated in vacuo to provide an oily residue which was fractionated by radial thin layer chromatography (silica gel, 2 mm thickness plate, 2:8 methanol:chloroform) to provide 68 mg of ...